This data is from the Open Reaction Database (ORD), a public repository of structured organic reaction records. The task is: describe an organic reaction: reactants, conditions, products, and yield Starting materials: CN1CCOCC1 (N-methylmorpholine), C(C)(C)(C)OC(=O)N[C@@H](CC1=CC=C(C=C1)N(CCCl)CCCl)C(=O)O (N-((tert-butoxy)carbonyl)-4-(bis(2-chloroethyl)amino)-L-phenylalanine), C1(CCCC1)C=1C=C(C[C@H](N)C(=O)OC(C)(C)C)C=CC1 (tert-butyl 3-cyclopentyl-L-phenylalaninate), CCCCCC (hexane), Cl (HCl). The solvent is C(CCl)Cl (EDC), C(Cl)Cl (CH2Cl2), CCOC(=O)C (EtOAc). Run at temperature 0 celsius, time 20 minute. Product: C(C)(C)(C)OC(=O)N[C@@H](CC1=CC=C(C=C1)N(CCCl)CCCl)C(=O)N([C@@H](CC1=CC=CC=C1)C(=O)OC(C)(C)C)C1CCCC1 (tert-butyl N-((tert-butoxy)carbonyl)-4-(bis(2-chloroethyl)amino)-L-phenylalanyl-(3-cyclopenty)-L-phenylalaninate). The yield is 46.0%. As a reaction SMILES: [C:1]([O:5][C:6]([NH:8][C@H:9]([C:24](O)=[O:25])[CH2:10][C:11]1[CH:16]=[CH:15][C:14]([N:17]([CH2:21][CH2:22][Cl:23])[CH2:18][CH2:19][Cl:20])=[CH:13][CH:12]=1)=[O:7])([CH3:4])([CH3:3])[CH3:2].C1([C:32]2[CH:33]=[C:34]([CH:45]=[CH:46][CH:47]=2)[CH2:35][C@@H:36]([C:38]([O:40][C:41]([CH3:44])([CH3:43])[CH3:42])=[O:39])[NH2:37])CCCC1.Cl.CN1CCOCC1.C[CH2:57][CH2:58][CH2:59][CH2:60][CH3:61]>CCOC(C)=O.C(Cl)CCl.C(Cl)Cl>[C:1]([O:5][C:6]([NH:8][C@H:9]([C:24]([N:37]([CH:57]1[CH2:58][CH2:59][CH2:60][CH2:61]1)[C@H:36]([C:38]([O:40][C:41]([CH3:42])([CH3:43])[CH3:44])=[O:39])[CH2:35][C:34]1[CH:33]=[CH:32][CH:47]=[CH:46][CH:45]=1)=[O:25])[CH2:10][C:11]1[CH:16]=[CH:15][C:14]([N:17]([CH2:18][CH2:19][Cl:20])[CH2:21][CH2:22][Cl:23])=[CH:13][CH:12]=1)=[O:7])([CH3:2])([CH3:3])[CH3:4]. Procedure details: A 50 mL round bottomed flask equipped with a magnetic stirrer was charged with 96 mg of N-((tert-butoxy)carbonyl)-4-(bis(2-chloroethyl)amino)-L-phenylalanine 77 mg of tert-butyl 3-cyclopentyl-L-phenylalaninate.HCl, and 10 mL of CH2Cl2. The solution was cooled to 0° C. and treated with 48 mg of EDC (Aldrich) followed by 0.026 mL of N-methylmorpholine. The reaction mixture was stirred at 0° C. for 20 min, allowed to warm to RT, and stirred for an additional 2 h. Analysis of the solution by tlc (Si... Reactants: COC(=O)CBr, O=C([O-])[O-], CCC(=O)CC, O=C1NC(=O)c2cc(Oc3ccc(F)c(F)c3)ccc21, [K+], [K+], O. Yields the product COC(=O)CN1C(=O)c2ccc(Oc3ccc(F)c(F)c3)cc2C1=O. RXN SMILES: [Br:33][CH2:34][C:35](=[O:36])[O:37][CH3:38].[C:21](=[O:22])([O-:23])[O-:24].[CH3:27][CH2:28][C:29](=[O:30])[CH2:31][CH3:32].[F:1][c:2]1[cH:3][c:4]([O:5][c:6]2[cH:7][c:8]3[c:12]([cH:13][cH:14]2)[C:11](=[O:15])[NH:10][C:9]3=[O:16])[cH:17][cH:18][c:19]1[F:20].[K+:25].[K+:26].[OH2:39]>>[F:1][c:2]1[cH:3][c:4]([O:5][c:6]2[cH:7][c:8]3[c:12]([cH:13][cH:14]2)[C:11](=[O:15])[N:10]([CH2:34][C:35](=[O:36])[O:37][CH3:38])[C:9]3=[O:16])[cH:17][cH:18][c:19]1[F:20]. Starting materials: O1CCCC1 (tetrahydrofuran), FC1=C(OC2=CC(=NC=N2)NC(=O)N2CCC(CC2)CN(C)C)C=CC(=C1)[N+](=O)[O-] (4-(dimethylaminomethyl)piperidine-1-carboxylic acid [6-(2-fluoro-4-nitrophenoxy)pyrimidin-4-yl]amide), [H][H] (hydrogen). The reagents and catalysts are [C].[Pd] (palladium-carbon). Solvent: CO (methanol). Conditions: time 9 hour. Yields the product crude product, NC1=CC(=C(OC2=CC(=NC=N2)NC(=O)N2CCC(CC2)CN(C)C)C=C1)F (4-(dimethylaminomethyl)piperidine-1-carboxylic acid [6-(4-amino-2-fluorophenoxy)pyrimidin-4-yl]amide). The yield is 110.2%. RXN SMILES: O1CCCC1.[F:6][C:7]1[CH:32]=[C:31]([N+:33]([O-])=O)[CH:30]=[CH:29][C:8]=1[O:9][C:10]1[N:15]=[CH:14][N:13]=[C:12]([NH:16][C:17]([N:19]2[CH2:24][CH2:23][CH:22]([CH2:25][N:26]([CH3:28])[CH3:27])[CH2:21][CH2:20]2)=[O:18])[CH:11]=1.[H][H]>[C].[Pd].CO>[NH2:33][C:31]1[CH:30]=[CH:29][C:8]([O:9][C:10]2[N:15]=[CH:14][N:13]=[C:12]([NH:16][C:17]([N:19]3[CH2:20][CH2:21][CH:22]([CH2:25][N:26]([CH3:28])[CH3:27])[CH2:23][CH2:24]3)=[O:18])[CH:11]=2)=[C:7]([F:6])[CH:32]=1 |f:3.4|. Procedure: After adding tetrahydrofuran (2 ml) and methanol (2 ml) to 4-(dimethylaminomethyl)piperidine-1-carboxylic acid [6-(2-fluoro-4-nitrophenoxy)pyrimidin-4-yl]amide (88 mg) under a nitrogen atmosphere, 10% palladium-carbon (45 mg) was added, the atmosphere in the reaction vessel was replaced with hydrogen, and the mixture was stirred for 9 hours. The atmosphere in the reaction vessel was then replaced with nitrogen and the catalyst was filtered and washed with methanol. The filtrate was concentrated ...